This data is from the Open Reaction Database (ORD), a public repository of structured organic reaction records. The task is: describe an organic reaction: reactants, conditions, products, and yield Starting materials: ClCCC(=O)C1=CC(=CC(=C1)F)Cl (3-chloro-1-(3-chloro-5-fluorophenyl)propan-1-one), B1(N2CCC[C@@H]2C(O1)(C3=CC=CC=C3)C4=CC=CC=C4)C ((R)-2-methyl-CBS-oxazaborolidine), B (borane), Cl (hydrogen chloride). Solvent: O1CCCC1 (tetrahydrofuran), CO (Methanol), O1CCCC1 (tetrahydrofuran). Reaction conditions: temperature -25 celsius, time 30 minute. Yields the product ClCC[C@H](O)C1=CC(=CC(=C1)F)Cl ((1S)-3-chloro-1-(3-chloro-5-fluorophenyl)propan-1-ol). Reaction SMILES: B1(C)OC(C2C=CC=CC=2)(C2C=CC=CC=2)[C@@H]2N1CCC2.B.[Cl:23][CH2:24][CH2:25][C:26]([C:28]1[CH:33]=[C:32]([F:34])[CH:31]=[C:30]([Cl:35])[CH:29]=1)=[O:27].Cl>O1CCCC1.CO>[Cl:23][CH2:24][CH2:25][C@@H:26]([C:28]1[CH:33]=[C:32]([F:34])[CH:31]=[C:30]([Cl:35])[CH:29]=1)[OH:27]. Procedure: To a mixture of (R)-2-methyl-CBS-oxazaborolidine (1.0 M in toluene, 1.5 mL, 1.5 mmol, 0.1 equiv.) in tetrahydrofuran (10 mL) under a nitrogen atmosphere at −25° C. was added a solution of borane (1.0 M in tetrahydrofuran, 9.0 mL, 9.0 mmol, 0.6 equiv.). A solution of 3-chloro-1-(3-chloro-5-fluorophenyl)propan-1-one (3.32 g, 15.0 mmol) in tetrahydrofuran (10 mL) was added dropwise over a period of 25 min, and the reaction mixture was stirred for an additional 30 min at −25° C. Methanol (10 mL) was... The reactants are COC(=O)c1cccc(OCCBr)c1, O=C([O-])[O-], CCCCOc1nc(N)c2[nH]cnc2n1, [K+], [K+], CN(C)C=O. Product: CCCCOc1nc(N)c2ncn(CCOc3cccc(C(=O)OC)c3)c2n1. Reaction SMILES: [Br:22][CH2:23][CH2:24][O:25][c:26]1[cH:27][c:28]([C:29](=[O:30])[O:31][CH3:32])[cH:33][cH:34][cH:35]1.[C:16](=[O:17])([O-:18])[O-:19].[CH2:1]([CH2:2][CH2:3][CH3:4])[O:5][c:6]1[n:7][c:8]([NH2:15])[c:9]2[nH:10][cH:11][n:12][c:13]2[n:14]1.[K+:20].[K+:21].[O:36]=[CH:37][N:38]([CH3:39])[CH3:40]>>[CH2:1]([CH2:2][CH2:3][CH3:4])[O:5][c:6]1[n:7][c:8]([NH2:15])[c:9]2[n:10][cH:11][n:12]([CH2:23][CH2:24][O:25][c:26]3[cH:27][c:28]([C:29](=[O:30])[O:31][CH3:32])[cH:33][cH:34][cH:35]3)[c:13]2[n:14]1. Reactants: CC1(C)Oc2ccc(C#N)cc2C2OC21, C[N+](C)(C)Cc1ccccc1, SC1CCCCC1, C1CCOC1, [OH-]. The product is CC1(C)Oc2ccc(C#N)cc2C(SC2CCCCC2)C1O. As a reaction SMILES: [C:1](#[N:2])[c:3]1[cH:4][c:5]2[c:10]([cH:11][cH:12]1)[O:9][C:8]([CH3:13])([CH3:14])[CH:7]1[CH:6]2[O:15]1.[CH2:24]([N+:25]([CH3:26])([CH3:27])[CH3:28])[c:29]1[cH:30][cH:31][cH:32][cH:33][cH:34]1.[CH:16]1([SH:22])[CH2:17][CH2:18][CH2:19][CH2:20][CH2:21]1.[O:35]1[CH2:36][CH2:37][CH2:38][CH2:39]1.[OH-:23]>>[C:1](#[N:2])[c:3]1[cH:4][c:5]2[c:10]([cH:11][cH:12]1)[O:9][C:8]([CH3:13])([CH3:14])[CH:7]([OH:15])[CH:6]2[S:22][CH:16]1[CH2:17][CH2:18][CH2:19][CH2:20][CH2:21]1.